This data is from the Open Reaction Database (ORD), a public repository of structured organic reaction records. The task is: describe an organic reaction: reactants, conditions, products, and yield Starting materials: ClCCl (dichloromethane), FC(C=1C=C(C=C(C1)C(F)(F)F)C(C(=O)N(C)C=1C=NC(=CC1C1=C(C=C(C=C1)F)C)Cl)(C)C)(F)F (2-[3,5-bis(trifluoromethyl)phenyl]-N-[6-chloro-4-(4-fluoro-2-methylphenyl)-3-pyridinyl]-N,2-dimethylpropanamide), C1([C@H]2N(CCN1)CCC2)=O ((8aS)-hexahydropyrrolo[1,2-a]pyrazin-1(2H)-one), CNCCNC (N,N′-Dimethylethylenediamine), CsCO3, O1CCOCC1 (dioxane). The reagents and catalysts are [Cu]I (CuI). Reaction conditions: temperature 120 celsius. Product: FC(C=1C=C(C=C(C1)C(F)(F)F)C(C(=O)N(C)C=1C=NC(=CC1C1=C(C=C(C=C1)F)C)N1[C@H]([C@H]2N(CC1)CCC2)CO)(C)C)(F)F (cis-2-[3,5-bis(trifluoromethyl)phenyl]-N-{4-(4-fluoro-2-methylphenyl)-6-[1-(hydroxymethyl)hexahydropyrrolo[1,2-a]pyrazin-2(1H)-yl]-3-pyridinyl}-N,2-dimethylpropanamide). RXN SMILES: [F:1][C:2]([F:36])([F:35])[C:3]1[CH:4]=[C:5]([C:13]([CH3:34])([CH3:33])[C:14]([N:16]([C:18]2[CH:19]=[N:20][C:21](Cl)=[CH:22][C:23]=2[C:24]2[CH:29]=[CH:28][C:27]([F:30])=[CH:26][C:25]=2[CH3:31])[CH3:17])=[O:15])[CH:6]=[C:7]([C:9]([F:12])([F:11])[F:10])[CH:8]=1.[C:37]1(=O)[NH:42][CH2:41][CH2:40][N:39]2[CH2:43][CH2:44][CH2:45][C@@H:38]12.CNCCNC.ClCCl.[O:56]1CCOC[CH2:57]1>[Cu]I>[F:1][C:2]([F:36])([F:35])[C:3]1[CH:4]=[C:5]([C:13]([CH3:34])([CH3:33])[C:14]([N:16]([C:18]2[CH:19]=[N:20][C:21]([N:42]3[CH2:41][CH2:40][N:39]4[CH2:43][CH2:44][CH2:45][C@H:38]4[C@@H:37]3[CH2:57][OH:56])=[CH:22][C:23]=2[C:24]2[CH:29]=[CH:28][C:27]([F:30])=[CH:26][C:25]=2[CH3:31])[CH3:17])=[O:15])[CH:6]=[C:7]([C:9]([F:12])([F:11])[F:10])[CH:8]=1. Procedure details: A suspension of 2-[3,5-bis(trifluoromethyl)phenyl]-N-[6-chloro-4-(4-fluoro-2-methylphenyl)-3-pyridinyl]-N,2-dimethylpropanamide [WO 2005/002577] (100 mg), (8aS)-hexahydropyrrolo[1,2-a]pyrazin-1(2H)-one (D76, 79 mg, 3 eq), CuI (72 mg, 2 eq), N,N′-Dimethylethylenediamine (40 μl, 2 eq) and CsCO3(122.4 mg, 2 eq) in dioxane (3 ml) was heated in a sealed tube at 80° C. for 4 hrs and at 120° C. overnight. The reaction mixture was taken up with dichloromethane and it was washed with NH4Cl aq. The organi... The reactants are COC1=CC2=C(OCC3=C(C2=O)C=CC=C3)C=C1 (2-methoxy-6,11-dihydrodibenz[b,e]oxepin-11-one), Cl.N1=CC=CC=C1 (pyridine hydrochloride). The solvent is O (water). Conditions: temperature 180 celsius. Yields the product OC1=CC2=C(OCC3=C(C2=O)C=CC=C3)C=C1 (2-hydroxy-6,11-dihydrodibenz[b,e]oxepin-11-one). The yield is 79.7%. Reaction SMILES: C[O:2][C:3]1[CH:18]=[CH:17][C:6]2[O:7][CH2:8][C:9]3[CH:16]=[CH:15][CH:14]=[CH:13][C:10]=3[C:11](=[O:12])[C:5]=2[CH:4]=1.Cl.N1C=CC=CC=1>O>[OH:2][C:3]1[CH:18]=[CH:17][C:6]2[O:7][CH2:8][C:9]3[CH:16]=[CH:15][CH:14]=[CH:13][C:10]=3[C:11](=[O:12])[C:5]=2[CH:4]=1 |f:1.2|. Reported procedure: A mixture of 20 g of 2-methoxy-6,11-dihydrodibenz[b,e]oxepin-11-one and 150 g of pyridine hydrochloride is stirred with heating at 180° C for 2 hours. The solution is poured into 2 liter of water with stirring to give 15 g of 2-hydroxy-6,11-dihydrodibenz[b,e]oxepin-11-one. Mass spectrum m/z: 226(M+), melting point: 165°-166° C. (recrystallized from ethanol). The reactants are C[Mg+].[Br-] (MeMgBr), O=C1CCC(CC1)CC(=O)O ((4-Oxo-cyclohexyl)-acetic acid), ( 1 ). Solvent: C1CCOC1 (THF). The product is OC1(CCC(CC1)CC(=O)O)C ((4-Hydroxy-4-methyl-cyclohexyl)-acetic acid). Reaction SMILES: [CH3:1][Mg+].[Br-].[O:4]=[C:5]1[CH2:10][CH2:9][CH:8]([CH2:11][C:12]([OH:14])=[O:13])[CH2:7][CH2:6]1>C1COCC1>[OH:4][C:5]1([CH3:1])[CH2:10][CH2:9][CH:8]([CH2:11][C:12]([OH:14])=[O:13])[CH2:7][CH2:6]1 |f:0.1|. Reported procedure: Prepared using an excess of MeMgBr (26 mmol) in THF (20 ml) with (4-Oxo-cyclohexyl)-acetic acid (13 mmol) as described on Journal of American Society 93 (1), 1971, 121-129. The reactants are C1(=CC=CC=C1)N1N=CC=C1 (1-phenyl-1H-pyrazole), C(C(C)C)=O (isobutyraldehyde). Yields the product CC(C(O)C1=CC=NN1C1=CC=CC=C1)C (2-Methyl-1-(1-phenyl-1H-pyrazol-5-yl)propan-1-ol). The yield is 57.0%. RXN SMILES: [C:1]1([N:7]2[CH:11]=[CH:10][CH:9]=[N:8]2)[CH:6]=[CH:5][CH:4]=[CH:3][CH:2]=1.[CH:12](=[O:16])[CH:13]([CH3:15])[CH3:14]>>[CH3:14][CH:13]([CH3:15])[CH:12]([C:11]1[N:7]([C:1]2[CH:2]=[CH:3][CH:4]=[CH:5][CH:6]=2)[N:8]=[CH:9][CH:10]=1)[OH:16]. Reported procedure: This compound was prepared from 1-phenyl-1H-pyrazole and isobutyraldehyde using the method described in example 10B and isolated as a clear oil in 57% yield. Starting materials: COC(=O)C(Cc1ccc2c(c1)OC(C)(C)O2)C(=O)OC(C)(C)C, C1CCOC1, [Li+], [OH-], O. The product is CC(C)(C)OC(=O)C(Cc1ccc2c(c1)OC(C)(C)O2)C(=O)O. As a reaction SMILES: [C:1]([CH3:2])([CH3:3])([CH3:4])[O:5][C:6](=[O:7])[CH:8]([C:9](=[O:10])[O:11][CH3:12])[CH2:13][c:14]1[cH:15][c:16]2[c:17]([cH:23][cH:24]1)[O:18][C:19]([CH3:21])([CH3:22])[O:20]2.[CH2:28]1[O:29][CH2:30][CH2:31][CH2:32]1.[Li+:25].[OH-:26].[OH2:27]>>[C:1]([CH3:2])([CH3:3])([CH3:4])[O:5][C:6](=[O:7])[CH:8]([C:9](=[O:10])[OH:11])[CH2:13][c:14]1[cH:15][c:16]2[c:17]([cH:23][cH:24]1)[O:18][C:19]([CH3:21])([CH3:22])[O:20]2.